describe an organic reaction: reactants, conditions, products, and yield From a dataset of the Open Reaction Database (ORD), a public repository of structured organic reaction records. Reactants: COC=1C=C2C(=CNC2=CC1)CC=1C=NC=CC1 (5-methoxy-3-(pyridin-3-ylmethyl)-1H-indole), Cl (hydrogen chloride). The solvent is C(C)OCC (diethyl ether). The product is Cl.COC=1C=C2C(=CNC2=CC1)CC=1C=NC=CC1 (5-methoxy-3-(pyridin-3-ylmethyl)-1H-indole hydrochloride). As a reaction SMILES: [CH3:1][O:2][C:3]1[CH:4]=[C:5]2[C:9](=[CH:10][CH:11]=1)[NH:8][CH:7]=[C:6]2[CH2:12][C:13]1[CH:14]=[N:15][CH:16]=[CH:17][CH:18]=1.[ClH:19]>C(OCC)C>[ClH:19].[CH3:1][O:2][C:3]1[CH:4]=[C:5]2[C:9](=[CH:10][CH:11]=1)[NH:8][CH:7]=[C:6]2[CH2:12][C:13]1[CH:14]=[N:15][CH:16]=[CH:17][CH:18]=1 |f:3.4|. Procedure: A solution of compound of Description 1 [5-methoxy-3-(pyridin-3-ylmethyl)-1H-indole] (3 g) in diethyl ether was saturated with gaseous hydrogen chloride. A solid was precipitated. The title compound was collected by filtration washed with diethyl ether and dried under vacuum. The compound was used as such without further purification. The reactants are BrC=1C=CC(=C(CC2=CC=C(O[Si](C)(C)C(C)(C)C)C=C2)C1)Cl ((4-(5-bromo-2-chlorobenzyl)phenoxy)(tert-butyl)dimethylsilane), NUCLEIC ACIDS, [Li]CCCC (nBuLi), [Si](C)(C)(C(C)(C)C)O[C@@H]1[C@@H](O[C@H]2OC(O[C@H]21)(C)C)C=O ((3aS,5R,6R,6aS)-6-((tert-butyldimethylsilyl)oxy)-2,2-dimethyltetrahydrofuro[2,3-d][1,3]dioxole-5-carbaldehyde). The solvent is C1CCOC1 (THF), C1CCOC1 (THF), NUCLEOSIDE. Reaction conditions: temperature -78 celsius, time 30 minute. Product: [Si](C)(C)(C(C)(C)C)O[C@@H]1[C@@H](O[C@H]2OC(O[C@H]21)(C)C)C(O)C2=CC(=C(C=C2)Cl)CC2=CC=C(C=C2)O[Si](C)(C)C(C)(C)C (((3aS,5S,6R,6aS)-6-((tert-butyldimethylsilyl)oxy)-2,2-dimethyl tetrahydrofuro[2,3-d][1,3]dioxol-5-yl)(3-(4-((tert-butyldimethylsilyl)oxy)benzyl)-4-chlorophenyl)methanol). Isolated yield 25.0%. Reaction SMILES: Br[C:2]1[CH:3]=[CH:4][C:5]([Cl:23])=[C:6]([CH:22]=1)[CH2:7][C:8]1[CH:21]=[CH:20][C:11]([O:12][Si:13]([C:16]([CH3:19])([CH3:18])[CH3:17])([CH3:15])[CH3:14])=[CH:10][CH:9]=1.[Li]CCCC.[Si:29]([O:36][C@H:37]1[C@H:44]2[C@H:40]([O:41][C:42]([CH3:46])([CH3:45])[O:43]2)[O:39][C@H:38]1[CH:47]=[O:48])([C:32]([CH3:35])([CH3:34])[CH3:33])([CH3:31])[CH3:30]>C1COCC1>[Si:29]([O:36][C@H:37]1[C@H:44]2[C@H:40]([O:41][C:42]([CH3:46])([CH3:45])[O:43]2)[O:39][C@H:38]1[CH:47]([C:2]1[CH:3]=[CH:4][C:5]([Cl:23])=[C:6]([CH2:7][C:8]2[CH:21]=[CH:20][C:11]([O:12][Si:13]([C:16]([CH3:19])([CH3:18])[CH3:17])([CH3:15])[CH3:14])=[CH:10][CH:9]=2)[CH:22]=1)[OH:48])([C:32]([CH3:35])([CH3:34])[CH3:33])([CH3:30])[CH3:31]. Procedure: A solution of (4-(5-bromo-2-chlorobenzyl)phenoxy)(tert-butyl)dimethylsilane (14.2 g, 34.57 mmol, prepared following the procedure given in US20070049537) in dry THF (90 mL) was cooled to −78° C. and nBuLi (30.7 mL, 46.05 mmol, 1.5 M solution in hexane) was added drop wise while stirring and stirring was continued for further 30 min. A solution of (3aS,5R,6R,6aS)-6-((tert-butyldimethylsilyl)oxy)-2,2-dimethyltetrahydrofuro[2,3-d][1,3]dioxole-5-carbaldehyde (7.0 g, 23.05 mmol, prepared according to...